Dataset: the Open Reaction Database (ORD), a public repository of structured organic reaction records. Task: describe an organic reaction: reactants, conditions, products, and yield Reaction SMILES: [CH3:19][OH:20].[CH3:1][N:2]([CH:3]1[CH2:4][CH2:5][c:6]2[nH:7][c:8]3[c:9]([Br:17])[cH:10][cH:11][c:12]([F:16])[c:13]3[c:14]2[CH2:15]1)[CH3:18].[K+:22].[OH-:21].[OH2:23]>>[CH3:1][N:2]([CH:3]1[CH2:4][CH2:5][c:6]2[nH:7][c:8]3[cH:9][cH:10][cH:11][c:12]([F:16])[c:13]3[c:14]2[CH2:15]1)[CH3:18]. Reactants: CO, CN(C)C1CCc2[nH]c3c(Br)ccc(F)c3c2C1, [K+], [OH-], O. The product is CN(C)C1CCc2[nH]c3cccc(F)c3c2C1. Reactants: Brc1ccccn1, O=C([O-])[O-], [K+], [K+], COC(=O)Cc1cccc(O)c1, c1ccncc1. The product is COC(=O)Cc1cccc(Oc2ccccn2)c1. As a reaction SMILES: [Br:1][c:2]1[cH:3][cH:4][cH:5][cH:6][n:7]1.[C:8](=[O:9])([O-:10])[O-:11].[K+:12].[K+:13].[OH:14][c:15]1[cH:16][c:17]([CH2:21][C:22](=[O:23])[O:24][CH3:25])[cH:18][cH:19][cH:20]1.[cH:26]1[cH:27][cH:28][n:29][cH:30][cH:31]1>>[c:2]1([O:14][c:15]2[cH:16][c:17]([CH2:21][C:22](=[O:23])[O:24][CH3:25])[cH:18][cH:19][cH:20]2)[cH:3][cH:4][cH:5][cH:6][n:7]1. Starting materials: CCOC(=O)c1cc(S(=O)(=O)c2cccc(F)c2)ccc1C1CCN(C(=O)OC(C)(C)C)C1, C1CCOC1. Yields the product CC(C)(C)OC(=O)N1CCC(c2ccc(S(=O)(=O)c3cccc(F)c3)cc2CO)C1. RXN SMILES: [C:1]([CH3:2])([CH3:3])([CH3:4])[O:5][C:6](=[O:7])[N:8]1[CH2:9][CH:10]([c:13]2[c:14]([C:29](=[O:30])[O:31][CH2:32][CH3:33])[cH:15][c:16]([S:19](=[O:20])(=[O:21])[c:22]3[cH:23][c:24]([F:28])[cH:25][cH:26][cH:27]3)[cH:17][cH:18]2)[CH2:11][CH2:12]1.[CH2:34]1[O:35][CH2:36][CH2:37][CH2:38]1>>[C:1]([CH3:2])([CH3:3])([CH3:4])[O:5][C:6](=[O:7])[N:8]1[CH2:9][CH:10]([c:13]2[c:14]([CH2:29][OH:30])[cH:15][c:16]([S:19](=[O:20])(=[O:21])[c:22]3[cH:23][c:24]([F:28])[cH:25][cH:26][cH:27]3)[cH:17][cH:18]2)[CH2:11][CH2:12]1. Reactants: COCC(=O)C1=CC=CC=C1 (2-methoxyacetophenone), O1CCOCC1 (dioxane), [Se](=O)=O (selenium dioxide). Solvent: C(C)(=O)OCC (ethyl acetate), O (water). The product is O.COC1=C(C=CC=C1)C(=O)C=O (2-methoxyphenylglyoxal hydrate). RXN SMILES: C[O:2][CH2:3][C:4]([C:6]1[CH:11]=[CH:10][CH:9]=[CH:8][CH:7]=1)=[O:5].[Se](=O)=O.[O:15]1CCOC[CH2:16]1>O.C(OCC)(=O)C>[OH2:2].[CH3:16][O:15][C:7]1[CH:8]=[CH:9][CH:10]=[CH:11][C:6]=1[C:4]([CH:3]=[O:2])=[O:5] |f:5.6|. Reported procedure: 3 g of 2-methoxyacetophenone are dissolved in 15 ml of dioxane, and a solution of 3.3 g of selenium dioxide in 1.5 ml of water is added thereto. The solution is refluxed for 15 hours. After the reaction, insoluble materials are removed by filtration, and the filtrate is concentrated. The oily residue thus obtained is dissolved in ethyl acetate. The ethyl acetate solution is washed with water and then with an aqueous sodium bicarbonate solution and water. Then, said solution is dried and evaporat...